From a dataset of the Open Reaction Database (ORD), a public repository of structured organic reaction records. describe an organic reaction: reactants, conditions, products, and yield Starting materials: NC=1C(=C2N=C(C(=NC2=CC1Cl)O)O)[N+](=O)[O-] (6-amino-7-chloro-5-nitro-2,3-dihydroxyquinoxaline). The reagents and catalysts are [Pd] (Pd-C). Run in CN(C=O)C (dimethylformamide), C(C)N(CC)CC (triethylamine). Product: NC1=C2N=C(C(=NC2=CC(=C1N)Cl)O)O (5,6-diamino-7-chloro-2,3-dihydroxy-quinoxaline). The yield is 72.3%. RXN SMILES: [NH2:1][C:2]1[C:3]([N+:15]([O-])=O)=[C:4]2[C:9](=[CH:10][C:11]=1[Cl:12])[N:8]=[C:7]([OH:13])[C:6]([OH:14])=[N:5]2>CN(C)C=O.C(N(CC)CC)C.[Pd]>[NH2:15][C:3]1[C:2]([NH2:1])=[C:11]([Cl:12])[CH:10]=[C:9]2[C:4]=1[N:5]=[C:6]([OH:14])[C:7]([OH:13])=[N:8]2. Reported procedure: A solution of 3 g (11,9 mmol) 6-amino-7-chloro-5-nitro-2,3-dihydroxyquinoxaline in a mixture of 80 ml dimethylformamide and 7,5 ml triethylamine was hydrogenated at atm. pressure using 5% Pd-C (0,5 g) as a catalyst. The reaction mixture was filtered and evaporated in vacuo. The residue was stirred with 100 ml water, added 4N hydrochloric acid to pH 5-6, and the precipitate was filtered off to give 2,1 g of a crude product. Recrystallization (dimethylformamide-methanol) gave 1,95 g (74%) 5,6-diam... The reactants are Cl[Cu]Cl, Cl, O=N[O-], C=CCn1nc(C)c(C(=O)OCC)c1N, [Na+], O. Yields the product C=CCn1nc(C)c(C(=O)OCC)c1Cl. As a reaction SMILES: [Cl:22][Cu:23][Cl:24].[ClH:20].[N:16]([O-:17])=[O:18].[NH2:1][c:2]1[c:3]([C:11](=[O:12])[O:13][CH2:14][CH3:15])[c:4]([CH3:10])[n:5][n:6]1[CH2:7][CH:8]=[CH2:9].[Na+:19].[OH2:21]>>[c:2]1([Cl:20])[c:3]([C:11](=[O:12])[O:13][CH2:14][CH3:15])[c:4]([CH3:10])[n:5][n:6]1[CH2:7][CH:8]=[CH2:9].